From a dataset of the Open Reaction Database (ORD), a public repository of structured organic reaction records. describe an organic reaction: reactants, conditions, products, and yield Starting materials: C(C)OC(CC1=CC(=CC=C1)OC1=C(C=C(C=C1)B1OC(C(O1)(C)C)(C)C)CN1C(O[C@@H]([C@@H]1C)C1=CC=CC=C1)=O)=O ({3-[2-((4S,5R)-4-methyl-2-oxo-5-phenyl-oxazolidin-3-ylmethyl)-4-(4,4,5,5-tetramethyl-[1,3,2]dioxaborolan-2-yl)-phenoxy]-phenyl}-acetic acid ethyl ester), BrC=1N=C(NC1)C (4-bromo-2-methylimidazole). The product is C(C)OC(CC1=CC(=CC=C1)OC1=C(C=C(C=C1)C=1NC(=NC1)C)CN1C(O[C@@H]([C@@H]1C)C1=CC=CC=C1)=O)=O ({3-[4-(2-Methyl-3H-imidazol-4-yl)-2-((4S,5R)-4-methyl-2-oxo-5-phenyl-oxazolidin-3-ylmethyl)-phenoxy]-phenyl}-acetic acid ethyl ester). As a reaction SMILES: [CH2:1]([O:3][C:4](=[O:42])[CH2:5][C:6]1[CH:11]=[CH:10][CH:9]=[C:8]([O:12][C:13]2[CH:18]=[CH:17][C:16](B3OC(C)(C)C(C)(C)O3)=[CH:15][C:14]=2[CH2:28][N:29]2[C@@H:33]([CH3:34])[C@@H:32]([C:35]3[CH:40]=[CH:39][CH:38]=[CH:37][CH:36]=3)[O:31][C:30]2=[O:41])[CH:7]=1)[CH3:2].Br[C:44]1[N:45]=[C:46]([CH3:49])[NH:47][CH:48]=1>>[CH2:1]([O:3][C:4](=[O:42])[CH2:5][C:6]1[CH:11]=[CH:10][CH:9]=[C:8]([O:12][C:13]2[CH:18]=[CH:17][C:16]([C:44]3[NH:45][C:46]([CH3:49])=[N:47][CH:48]=3)=[CH:15][C:14]=2[CH2:28][N:29]2[C@@H:33]([CH3:34])[C@@H:32]([C:35]3[CH:40]=[CH:39][CH:38]=[CH:37][CH:36]=3)[O:31][C:30]2=[O:41])[CH:7]=1)[CH3:2]. Reported procedure: Prepared according to the procedure described in Example 19, Step 3, using the following starting materials: {3-[2-((4S,5R)-4-methyl-2-oxo-5-phenyl-oxazolidin-3-ylmethyl)-4-(4,4,5,5-tetramethyl-[1,3,2]dioxaborolan-2-yl)-phenoxy]-phenyl}-acetic acid ethyl ester and 4-bromo-2-methylimidazole.